This data is from the Open Reaction Database (ORD), a public repository of structured organic reaction records. The task is: describe an organic reaction: reactants, conditions, products, and yield Reactants: Intermediate 33, COC1=C2C=CC=CC2=CC=2C(OC(C21)=O)=O (4-methoxynaphtho[2,3-c]furan-1,3-dione), NC(=O)N (urea). The product is COC1=C2C(=CC=3C(NC(C13)=O)=O)C=CC=C2 (4-Methoxy-1H-benz[f]isoindole-1,3-(2H)-dione). RXN SMILES: [CH3:1][O:2][C:3]1[C:15]2[C:14](=[O:16])[O:13][C:12](=O)[C:11]=2[CH:10]=[C:9]2[C:4]=1[CH:5]=[CH:6][CH:7]=[CH:8]2.[NH2:18]C(N)=O>>[CH3:1][O:2][C:3]1[C:15]2[C:14](=[O:16])[NH:18][C:12](=[O:13])[C:11]=2[CH:10]=[C:9]2[CH:8]=[CH:7][CH:6]=[CH:5][C:4]=12. Reported procedure: Prepared as described in Intermediate 33 from 4-methoxynaphtho[2,3-c]furan-1,3-dione (229 mg) and urea (120 mg). M.p. 216°-220°. NMR (DMSO-d6) δ 10.6 (1H, s), 7.52 (1H, d), 7.39 (1H, d), 7.34 (1H, s), 6.92 (2H, m), 3.43 (3H, s).